From a dataset of the Open Reaction Database (ORD), a public repository of structured organic reaction records. describe an organic reaction: reactants, conditions, products, and yield As a reaction SMILES: [CH3:19][NH2:20].[CH3:22][C:23](=[O:24])[O-:25].[Cl:1][c:2]1[c:3]([CH:4]=[O:5])[cH:6][cH:7][c:8]([C:10]([F:11])([F:12])[F:13])[cH:9]1.[ClH:18].[N+:14](=[O:15])([O-:16])[CH3:17].[Na+:21]>>[Cl:1][c:2]1[c:3]([CH:4]=[CH:17][N+:14](=[O:15])[O-:16])[cH:6][cH:7][c:8]([C:10]([F:11])([F:12])[F:13])[cH:9]1. The reactants are CN, CC(=O)[O-], O=Cc1ccc(C(F)(F)F)cc1Cl, Cl, C[N+](=O)[O-], [Na+]. The product is O=[N+]([O-])C=Cc1ccc(C(F)(F)F)cc1Cl.